Dataset: the Open Reaction Database (ORD), a public repository of structured organic reaction records. Task: describe an organic reaction: reactants, conditions, products, and yield Product: OCCN(C=1C=C(C=CC1)N1N=C(C=C1NC(=O)NC1=CC=C(C=C1)OC1=CC=NC=C1)C(C)(C)C)CCO (1-(2-{3-[Bis-(2-hydroxy-ethyl)-amino]-phenyl}-5-tert-butyl-2H-pyrazol-3-yl)-3-[4-(pyridin-4-yloxy)-phenyl]-urea). As a reaction SMILES: C([Si](C)(C)[O:6][CH2:7][CH2:8][N:9]([CH2:42][CH2:43][O:44][Si](C)(C)C(C)(C)C)[C:10]1[CH:11]=[C:12]([N:16]2[C:20]([NH:21][C:22]([NH:24][C:25]3[CH:30]=[CH:29][C:28]([O:31][C:32]4[CH:37]=[CH:36][N:35]=[CH:34][CH:33]=4)=[CH:27][CH:26]=3)=[O:23])=[CH:19][C:18]([C:38]([CH3:41])([CH3:40])[CH3:39])=[N:17]2)[CH:13]=[CH:14][CH:15]=1)(C)(C)C.C(O)(C(F)(F)F)=O.C([O-])(O)=O.[Na+]>CO.O.C(Cl)Cl>[OH:6][CH2:7][CH2:8][N:9]([CH2:42][CH2:43][OH:44])[C:10]1[CH:11]=[C:12]([N:16]2[C:20]([NH:21][C:22]([NH:24][C:25]3[CH:30]=[CH:29][C:28]([O:31][C:32]4[CH:33]=[CH:34][N:35]=[CH:36][CH:37]=4)=[CH:27][CH:26]=3)=[O:23])=[CH:19][C:18]([C:38]([CH3:39])([CH3:40])[CH3:41])=[N:17]2)[CH:13]=[CH:14][CH:15]=1 |f:2.3|. Procedure: To a solution of 1-[2-(3-{bis-[2-(tert-butyl-dimethyl-silanyloxy)-ethyl]-amino}-phenyl)-5-tert-butyl-2H-pyrazol-3-yl]-3-[4-(pyridin-4-yloxy)-phenyl]-urea (153 mg, 0.20 mmol) in methanol (2 mL) was added a solution of 10% TFA in H2O (2 mL). The reaction was stirred at room temperature for 4 h. The mixture was then diluted with DCM, basified by addition of saturated NaHCO3 and extracted with DCM. The combined organic phases were washed with brine, dried over MgSO4, and concentrated at reduced pres... Reactants: C(=O)(O)[O-].[Na+] (NaHCO3), C(C)(C)(C)[Si](OCCN(C=1C=C(C=CC1)N1N=C(C=C1NC(=O)NC1=CC=C(C=C1)OC1=CC=NC=C1)C(C)(C)C)CCO[Si](C(C)(C)C)(C)C)(C)C (1-[2-(3-{bis-[2-(tert-butyl-dimethyl-silanyloxy)-ethyl]-amino}-phenyl)-5-tert-butyl-2H-pyrazol-3-yl]-3-[4-(pyridin-4-yloxy)-phenyl]-urea), C(=O)(C(F)(F)F)O (TFA). Run at time 4 hour. The yield is 33.0%. Run in C(Cl)Cl (DCM), CO (methanol), O (H2O). Procedure: Using the same method as in Example 15-(i), 5-(furan-3-yl)-2-methylaniline was reacted with the (2-([4-chloro-2-(methoxycarbonyl)phenyl]amino)-2-oxoethoxy)acetic acid obtained in Example 1-(i) to give 5-chloro-2-([(2-([5-(furan-3-yl)-2-methylphenyl]amino)-2-oxoethoxy)acetyl]amino)benzoic acid.methyl ester (yield: 87%). RXN SMILES: [O:1]1[CH:5]=[CH:4][C:3]([C:6]2[CH:7]=[CH:8][C:9]([CH3:13])=[C:10]([CH:12]=2)[NH2:11])=[CH:2]1.[Cl:14][C:15]1[CH:20]=[CH:19][C:18]([NH:21][C:22](=[O:29])[CH2:23][O:24][CH2:25][C:26](O)=[O:27])=[C:17]([C:30]([O:32]C)=[O:31])[CH:16]=1>>[Cl:14][C:15]1[CH:20]=[CH:19][C:18]([NH:21][C:22](=[O:29])[CH2:23][O:24][CH2:25][C:26]([NH:11][C:10]2[CH:12]=[C:6]([C:3]3[CH:4]=[CH:5][O:1][CH:2]=3)[CH:7]=[CH:8][C:9]=2[CH3:13])=[O:27])=[C:17]([CH:16]=1)[C:30]([OH:32])=[O:31]. Yields the product ClC=1C=CC(=C(C(=O)O)C1)NC(COCC(=O)NC1=C(C=CC(=C1)C1=COC=C1)C)=O (5-chloro-2-([(2-([5-(furan-3-yl)-2-methylphenyl]amino)-2-oxoethoxy)acetyl]amino)benzoic acid). Reactants: O1C=C(C=C1)C=1C=CC(=C(N)C1)C (5-(furan-3-yl)-2-methylaniline), ClC1=CC(=C(C=C1)NC(COCC(=O)O)=O)C(=O)OC ((2-([4-chloro-2-(methoxycarbonyl)phenyl]amino)-2-oxoethoxy)acetic acid). The reactants are CC(=O)O, CN1CCC2CCc3ccncc3C21, CCCCCCCCCI. The product is CCCCCCCCC[n+]1ccc2c(c1)C1C(CC2)CCN1C, [I-]. Reaction SMILES: [C:25]([OH:26])(=[O:27])[CH3:28].[CH3:1][N:2]1[CH2:3][CH2:4][CH:5]2[CH2:6][CH2:7][c:8]3[cH:9][cH:10][n:11][cH:12][c:13]3[CH:14]12.[I:15][CH2:16][CH2:17][CH2:18][CH2:19][CH2:20][CH2:21][CH2:22][CH2:23][CH3:24]>>[CH3:1][N:2]1[CH2:3][CH2:4][CH:5]2[CH2:6][CH2:7][c:8]3[cH:9][cH:10][n+:11]([CH2:16][CH2:17][CH2:18][CH2:19][CH2:20][CH2:21][CH2:22][CH2:23][CH3:24])[cH:12][c:13]3[CH:14]12.[I-:15]. Starting materials: [H-].[Na+] (NaH), C(CC(=O)C)(=O)OCC (ethyl acetoacetate), BrC=1C(=NC=C(N1)Br)N (3,5-Dibromo-pyrazin-2-ylamine). Solvent: CN1CCCC1 (N-methylpyrrolidine). Reaction conditions: temperature 140 celsius, time 15 minute. Product: C(C)OC(=O)C1=C(NC2=NC=C(N=C21)Br)C (2-Bromo-6-methyl-5H-pyrrolo[2,3-b]pyrazine-7-carboxylic acid ethyl ester). Isolated yield 9.5%. Reaction SMILES: [H-].[Na+].[C:3]([O:9][CH2:10][CH3:11])(=[O:8])[CH2:4][C:5]([CH3:7])=O.Br[C:13]1[C:14]([NH2:20])=[N:15][CH:16]=[C:17]([Br:19])[N:18]=1>CN1CCCC1>[CH2:10]([O:9][C:3]([C:4]1[C:13]2[C:14](=[N:15][CH:16]=[C:17]([Br:19])[N:18]=2)[NH:20][C:5]=1[CH3:7])=[O:8])[CH3:11] |f:0.1|. Procedure details: To a flask charged with 20 mL of anhydrous N-methylpyrrolidine at 0° C. was added 60% NaH (840 mg, 21 mmol). After stirring 15 min, ethyl acetoacetate (2.73 g, 10.8 mmol) was added slowly. After stirring an additional 20 min 3,5-Dibromo-pyrazin-2-ylamine (5.04 g, 20 mmol). The reaction vessel was then removed from the ice bath and heated to 140° C. for 3 days. The dark mixture was cooled to rt and diluted with diethyl ether and water. The mixture was filtered and then partitioned. The organic la... The product is c1ccc(CCCOCc2ccc(CN3CCCCC3)cc2)cc1. As a reaction SMILES: [CH3:27][c:28]1[cH:29][cH:30][cH:31][cH:32][cH:33]1.[N:1]1([CH2:7][c:8]2[cH:9][cH:10][c:11]([CH2:12][O-:13])[cH:14][cH:15]2)[CH2:2][CH2:3][CH2:4][CH2:5][CH2:6]1.[Na+:16].[c:17]1([CH2:23][CH2:24][CH2:25][Br:26])[cH:18][cH:19][cH:20][cH:21][cH:22]1>>[N:1]1([CH2:7][c:8]2[cH:9][cH:10][c:11]([CH2:12][O:13][CH2:25][CH2:24][CH2:23][c:17]3[cH:18][cH:19][cH:20][cH:21][cH:22]3)[cH:14][cH:15]2)[CH2:2][CH2:3][CH2:4][CH2:5][CH2:6]1. The reactants are Cc1ccccc1, [O-]Cc1ccc(CN2CCCCC2)cc1, [Na+], BrCCCc1ccccc1. Starting materials: O (H2O), C(C)(C)(C)OC(=O)N1N=C(C2=CC=CC=C12)CC1(C(N(C2=C(N(C1=O)CC(=O)N(C1=CC=C(C=C1)OC)C(C)C)C=CC=C2)C=2C=NC=CC2)=O)C (2-[3-(1-tert-butoxycarbonyl-1H-Indazol-3-ylmethyl)-3-methyl-2,4-dioxo-5-pyridin-3-yl-2,3,4,5-tetrahydro-benzo[b][1,4]diazepin-1-yl]-N-isopropyl-N-(4-methoxy-phenyl)-acetamide), Intermediate 75, solid, C(=O)([O-])[O-].[K+].[K+] (K2CO3). Solvent: CO (methanol). Reaction conditions: time 2 hour. Yields the product N1N=C(C2=CC=CC=C12)CC1(C(N(C2=C(N(C1=O)CC(=O)N(C1=CC=C(C=C1)OC)C(C)C)C=CC=C2)C=2C=NC=CC2)=O)C (2-[3-(1H-Indazol-3-ylmethyl)-3-methyl-2,4-dioxo-5-pyridin-3-yl-2,3,4,5-tetrahydro-benzo[b][1,4]diazepin-1-yl]-N-isopropyl-N-(4-methoxy-phenyl)-acetamide). The yield is 77.9%. Reaction SMILES: C(OC([N:8]1[C:16]2[C:11](=[CH:12][CH:13]=[CH:14][CH:15]=2)[C:10]([CH2:17][C:18]2([CH3:52])[C:24](=[O:25])[N:23]([CH2:26][C:27]([N:29]([CH:38]([CH3:40])[CH3:39])[C:30]3[CH:35]=[CH:34][C:33]([O:36][CH3:37])=[CH:32][CH:31]=3)=[O:28])[C:22]3[CH:41]=[CH:42][CH:43]=[CH:44][C:21]=3[N:20]([C:45]3[CH:46]=[N:47][CH:48]=[CH:49][CH:50]=3)[C:19]2=[O:51])=[N:9]1)=O)(C)(C)C.C([O-])([O-])=O.[K+].[K+].O>CO>[NH:8]1[C:16]2[C:11](=[CH:12][CH:13]=[CH:14][CH:15]=2)[C:10]([CH2:17][C:18]2([CH3:52])[C:24](=[O:25])[N:23]([CH2:26][C:27]([N:29]([CH:38]([CH3:40])[CH3:39])[C:30]3[CH:35]=[CH:34][C:33]([O:36][CH3:37])=[CH:32][CH:31]=3)=[O:28])[C:22]3[CH:41]=[CH:42][CH:43]=[CH:44][C:21]=3[N:20]([C:45]3[CH:46]=[N:47][CH:48]=[CH:49][CH:50]=3)[C:19]2=[O:51])=[N:9]1 |f:1.2.3|. Procedure details: To a stirring solution of 1.0 g of 2-[3-(1-tert-butoxycarbonyl-1H-Indazol-3-ylmethyl)-3-methyl-2,4-dioxo-5-pyridin-3-yl-2,3,4,5-tetrahydro-benzo[b][1,4]diazepin-1-yl]-N-isopropyl-N-(4-methoxy-phenyl)-acetamide, prepared as in Intermediate 75, in 10 mL of methanol is added 2.0 g of solid K2CO3. The reaction mixture is stirred 2 h at RT and then 15 mL H2O is added and the reaction mixture stirred 15 min at RT. The resulting white precipitate is filtered, washed with 15 mL of H2O, and dried under v...